From a dataset of the Open Reaction Database (ORD), a public repository of structured organic reaction records. describe an organic reaction: reactants, conditions, products, and yield Reactants: C1(=CC=CC2=CC=CC=C12)CCl ((1-naphthalenyl)methyl chloride), [H-].[Na+] (sodium hydride), Cl (hydrochloric acid), oil, CC(CC(=O)C=1C(=CNC1)C(=O)OC)C (methyl 4-(3-methyl-1-oxobutyl)-1H-pyrrole-3-carboxylate). Reagents/catalysts: [I-].[K+] (potassium iodide). Solvent: CN(C=O)C (dimethyl formamide), CN(C=O)C (dimethyl formamide). Run at time 10 minute. Yields the product CC(CC(=O)C=1C(=CN(C1)CC1=CC=CC2=CC=CC=C12)C(=O)OC)C (Methyl 4-(3-methyl-1-oxobutyl)-1-(1-naphthalenylmethyl)-1H-pyrrole-3-carboxylate). Yield: 71.0%. Reaction SMILES: [H-].[Na+].[CH3:3][CH:4]([CH3:17])[CH2:5][C:6]([C:8]1[C:9]([C:13]([O:15][CH3:16])=[O:14])=[CH:10][NH:11][CH:12]=1)=[O:7].[C:18]1([CH2:28]Cl)[C:27]2[C:22](=[CH:23][CH:24]=[CH:25][CH:26]=2)[CH:21]=[CH:20][CH:19]=1.Cl>CN(C)C=O.[I-].[K+]>[CH3:3][CH:4]([CH3:17])[CH2:5][C:6]([C:8]1[C:9]([C:13]([O:15][CH3:16])=[O:14])=[CH:10][N:11]([CH2:28][C:18]2[C:27]3[C:22](=[CH:23][CH:24]=[CH:25][CH:26]=3)[CH:21]=[CH:20][CH:19]=2)[CH:12]=1)=[O:7] |f:0.1,6.7|. Procedure: To sodium hydride (0.42 g of a 60% oil dispersion, 0.0105 mol), freed from oil, stirred in dry dimethyl formamide (15 ml) under nitrogen was added methyl 4-(3-methyl-1-oxobutyl)-1H-pyrrole-3-carboxylate (2.2 g) prepared as described in b) above in portions over 20 minutes. After 10 minutes, potassium iodide (0.01 g) and (1-naphthalenyl)methyl chloride (1.85 g) in dimethyl formamide (20 ml) were added. The mixture was stirred for 4 hours and then poured into 0.5M hydrochloric acid and extracted w... The reactants are CN(C)c1ccncc1, O=C(Cl)c1c(F)cccc1Cl, Nc1nc2ccc(C(F)(F)F)cc2s1, c1ccncc1. The product is O=C(Nc1nc2ccc(C(F)(F)F)cc2s1)c1c(F)cccc1Cl. Reaction SMILES: [CH3:26][N:27]([CH3:28])[c:29]1[cH:30][cH:31][n:32][cH:33][cH:34]1.[Cl:1][c:2]1[c:3]([C:4](=[O:5])[Cl:6])[c:7]([F:11])[cH:8][cH:9][cH:10]1.[NH2:12][c:13]1[s:14][c:15]2[c:16]([n:17]1)[cH:18][cH:19][c:20]([C:22]([F:23])([F:24])[F:25])[cH:21]2.[cH:35]1[cH:36][cH:37][n:38][cH:39][cH:40]1>>[Cl:1][c:2]1[c:3]([C:4](=[O:5])[NH:12][c:13]2[s:14][c:15]3[c:16]([n:17]2)[cH:18][cH:19][c:20]([C:22]([F:23])([F:24])[F:25])[cH:21]3)[c:7]([F:11])[cH:8][cH:9][cH:10]1. Starting materials: CN1C(=CC(=C1)C)CC(=O)OCC (ethyl 1,4-dimethylpyrrole-2-acetate), ClC=1C=C(C(=O)Cl)C=CC1Cl (3,4-dichlorobenzoyl chloride). Solvent: C=1(C(=CC=CC1)C)C (xylene). The product is ClC=1C=C(C(=O)C2=C(C=C(N2C)CC(=O)OCC)C)C=CC1Cl (ethyl 5-(3,4-dichlorobenzoyl)-1,4-dimethylpyrrole-2-acetate). Yield: 79.6%. Reaction SMILES: [CH3:1][N:2]1[CH:6]=[C:5]([CH3:7])[CH:4]=[C:3]1[CH2:8][C:9]([O:11][CH2:12][CH3:13])=[O:10].[Cl:14][C:15]1[CH:16]=[C:17]([CH:21]=[CH:22][C:23]=1[Cl:24])[C:18](Cl)=[O:19]>C1(C)C(C)=CC=CC=1>[Cl:14][C:15]1[CH:16]=[C:17]([CH:21]=[CH:22][C:23]=1[Cl:24])[C:18]([C:6]1[N:2]([CH3:1])[C:3]([CH2:8][C:9]([O:11][CH2:12][CH3:13])=[O:10])=[CH:4][C:5]=1[CH3:7])=[O:19]. Procedure details: A solution of 3.6 g of ethyl 1,4-dimethylpyrrole-2-acetate and 8.3 g of 3,4-dichlorobenzoyl chloride in 20 ml of xylene is refluxed for 40 min and then chilled. The separated solid is collected by filtration and dried to give 5.6 g (80%) of ethyl 5-(3,4-dichlorobenzoyl)-1,4-dimethylpyrrole-2-acetate as white crystals, m.p. 92°-93.5° C. Starting materials: C(C1=CC=CC=C1)OC(=O)N[C@@H]1C(N[C@@H]1C=CC1=CC=CC=C1)=O ((3S,4R)-3-benzyloxycarbonylamino-4-styryl-2-azetidinone), CO (methanol). Run in ClCCl (dichloromethane). Run at temperature -78 celsius. The product is C(C1=CC=CC=C1)OC(=O)N[C@@H]1C(N[C@@H]1CO)=O ((3S,4S)-3-benzyloxycarbonylamino-4-hydroxymethyl-2-azetidinone). Reaction SMILES: [CH2:1]([O:8][C:9]([NH:11][C@H:12]1[C@@H:15]([CH:16]=CC2C=CC=CC=2)[NH:14][C:13]1=[O:24])=[O:10])[C:2]1[CH:7]=[CH:6][CH:5]=[CH:4][CH:3]=1.C[OH:26]>ClCCl>[CH2:1]([O:8][C:9]([NH:11][C@H:12]1[C@@H:15]([CH2:16][OH:26])[NH:14][C:13]1=[O:24])=[O:10])[C:2]1[CH:7]=[CH:6][CH:5]=[CH:4][CH:3]=1. Procedure details: In a mixture of 80 ml of methanol and 16 ml of dichloromethane is dissolved 0.8 g of (3S,4R)-3-benzyloxycarbonylamino-4-styryl-2-azetidinone obtained in Example 33 and, with cooling at -78° C., ozone gas is bubbled into the solution for 30 minutes. Thereafter, the excess ozone is purged with nitrogen and 0.19 g of sodium borohydride is added, followed by warming the solution to about 0° C. and stirring with ice-cooling for 30 minutes. To the mixture is added 0.3 g of acetic acid and the resultin... The reactants are Cl.N[C@@H]1C(N(CC1)CC=1C=C(C#N)C=CC1)=O (3-(3-(S)-amino-2-oxopyrrolidin-1-ylmethyl)benzonitrile hydrochloride), COC1=C(C=CC=C1)C1=CC=C(C=C1)S(=O)(=O)Cl (2'-methoxybiphenyl-4-sulfonyl chloride). Yields the product C(#N)C=1C=C(CN2C([C@H](CC2)NS(=O)(=O)C2=CC=C(C=C2)C2=C(C=CC=C2)OC)=O)C=CC1 (2'-Methoxybiphenyl-4-sulfonic acid [1-(3-cyanobenzyl)-2-oxopyrrolidin-3-(S)-yl]amide). Reaction SMILES: Cl.[NH2:2][C@H:3]1[CH2:7][CH2:6][N:5]([CH2:8][C:9]2[CH:10]=[C:11]([CH:14]=[CH:15][CH:16]=2)[C:12]#[N:13])[C:4]1=[O:17].[CH3:18][O:19][C:20]1[CH:25]=[CH:24][CH:23]=[CH:22][C:21]=1[C:26]1[CH:31]=[CH:30][C:29]([S:32](Cl)(=[O:34])=[O:33])=[CH:28][CH:27]=1>>[C:12]([C:11]1[CH:10]=[C:9]([CH:16]=[CH:15][CH:14]=1)[CH2:8][N:5]1[CH2:6][CH2:7][C@H:3]([NH:2][S:32]([C:29]2[CH:28]=[CH:27][C:26]([C:21]3[CH:22]=[CH:23][CH:24]=[CH:25][C:20]=3[O:19][CH3:18])=[CH:31][CH:30]=2)(=[O:34])=[O:33])[C:4]1=[O:17])#[N:13] |f:0.1|. Procedure details: The title compound is prepared from 3-(3-(S)-amino-2-oxopyrrolidin-1-ylmethyl)benzonitrile hydrochloride as in EXAMPLE 24, Part B using 2'-methoxybiphenyl-4-sulfonyl chloride in place of 6-methoxynaphthalene-2-sulfonyl chloride. The crude product is purified by column chromatography eluting with a gradient of 10% EtOAc/CH2Cl2 to 20% EtOAc/CH2Cl2 to give the title compound as a white foam. Reactants: CN1CCOCC1 (NMM), C(C)(C)(C)OC(=O)N[C@@H](CC1=C(C=C(C=C1C)O)C)C(=O)O (Racemic t-butoxycarbonyl 2,6-dimethyltyrosine), Cl.COC([C@H](N)C)=O ((D)alanine methyl ester hydrochloride), CN1CCOCC1 (NMM). Run in C(Cl)Cl (CH2Cl2). Run at temperature -30 celsius, time 16 hour. The product is CC(C)(OC(=O)NC(CC1=C(C=C(C=C1C)O)C)C(=O)N[C@H](C)C(=O)OC)C (N-[(1,1-dimethylethoxy)carbonyl]-2,6-dimethyl-DL-tyrosyl-D-alanine, methyl ester). Yield: 98.9%. As a reaction SMILES: [C:1]([O:5][C:6]([NH:8][C@H:9]([C:20](O)=[O:21])[CH2:10][C:11]1[C:16]([CH3:17])=[CH:15][C:14]([OH:18])=[CH:13][C:12]=1[CH3:19])=[O:7])([CH3:4])([CH3:3])[CH3:2].CN1CCOCC1.Cl.[CH3:31][O:32][C:33](=[O:37])[C@@H:34]([CH3:36])[NH2:35]>C(Cl)Cl>[CH3:2][C:1]([CH3:3])([O:5][C:6]([NH:8][CH:9]([C:20]([NH:35][C@@H:34]([C:33]([O:32][CH3:31])=[O:37])[CH3:36])=[O:21])[CH2:10][C:11]1[C:12]([CH3:19])=[CH:13][C:14]([OH:18])=[CH:15][C:16]=1[CH3:17])=[O:7])[CH3:4] |f:2.3|. Reported procedure: Racemic t-butoxycarbonyl 2,6-dimethyltyrosine (3.9 g, 10 mmol) was dissolved in 30 ml of CH2Cl2 by adding 1.12 ml (10 mmol) of NMM. After bringing this mixture to reflux it was cooled to -30° C. and 1.32 ml (10 mmol) of IBCF were added to this stirred solution. The temperature was allowed to rise to -15° C. and then lowered to -50° C. (D)alanine methyl ester hydrochloride (1.54 g, 11 mmol) was added to the solution followed by 1.3 ml (11 mmol) of NMM. The mixture was allowed to warm to room temp... The reactants are ClC=1C=C(C=2N(C1)N=CC2C)O (6-chloro-3-methylpyrazolo[1,5-a]pyridin-4-ol), CS(=O)(=O)O[C@@H](C)[C@H]1CN(C(C1)=O)[C@H](C)C1=CC=C(C=C1)OC ((S)-1-((R)-1-((R)-1-(4-methoxyphenyl)ethyl)-5-oxopyrrolidin-3-yl)ethyl methanesulfonate). The product is ClC=1C=C(C=2N(C1)N=CC2C)O[C@H](C)[C@@H]2CC(N(C2)[C@H](C)C2=CC=C(C=C2)OC)=O ((R)-4-((R)-1-((6-chloro-3-methylpyrazolo[1,5-a]pyridin-4-yl)oxy)ethyl)-1-((R)-1-(4-methoxyphenyl)ethyl)pyrrolidin-2-one). As a reaction SMILES: [Cl:1][C:2]1[CH:3]=[C:4]([OH:12])[C:5]2[N:6]([N:8]=[CH:9][C:10]=2[CH3:11])[CH:7]=1.CS(O[C@H:18]([C@@H:20]1[CH2:24][C:23](=[O:25])[N:22]([C@@H:26]([C:28]2[CH:33]=[CH:32][C:31]([O:34][CH3:35])=[CH:30][CH:29]=2)[CH3:27])[CH2:21]1)[CH3:19])(=O)=O>>[Cl:1][C:2]1[CH:3]=[C:4]([O:12][C@@H:18]([C@H:20]2[CH2:21][N:22]([C@@H:26]([C:28]3[CH:29]=[CH:30][C:31]([O:34][CH3:35])=[CH:32][CH:33]=3)[CH3:27])[C:23](=[O:25])[CH2:24]2)[CH3:19])[C:5]2[N:6]([N:8]=[CH:9][C:10]=2[CH3:11])[CH:7]=1. Reported procedure: This reaction was conducted in an analogous fashion to step 1 in General Procedure 6A, beginning with 6-chloro-3-methylpyrazolo[1,5-a]pyridin-4-ol and mesylate 1.30 to afford (R)-4-((R)-1-((6-chloro-3-methylpyrazolo[1,5-a]pyridin-4-yl)oxy)ethyl)-1-((R)-1-(4-methoxyphenyl)ethyl)pyrrolidin-2-one 6.31. LCMS-ESI+ (m/z): [M+H]+ calcd for C23H26ClN3O3: 428.2; found 428.2.